describe an organic reaction: reactants, conditions, products, and yield From a dataset of the Open Reaction Database (ORD), a public repository of structured organic reaction records. The reactants are NC=1C=C(C=CC1)O (m-aminophenol), ClCCCC[Si](O[Si](C)(C)C)(C)CCCCCl (bis-(chlorobutyl)tetramethyldisiloxane), NC1=CC=C(C=C1)S (p-aminothiophenol), ClCCC[Si](O[Si](C)(C)C)(C)CCCCl (bis-(chloropropyl)tetramethyldisiloxane). Conditions: time 3 day. The product is NC=1C=C(OCCC[Si](O[Si](C)(C)C)(C)CCCOC2=CC(=CC=C2)N)C=CC1 (Bis-(m-aminophenoxypropyl)TetramethylDisiloxane). RXN SMILES: [NH2:1][C:2]1[CH:3]=[C:4]([OH:8])[CH:5]=[CH:6][CH:7]=1.[NH2:9][C:10]1[CH:15]=[CH:14][C:13](S)=[CH:12][CH:11]=1.Cl[CH2:18][CH2:19][CH2:20][Si:21]([CH2:28][CH2:29][CH2:30]Cl)([CH3:27])[O:22][Si:23]([CH3:26])([CH3:25])[CH3:24].ClCCCC[Si](CCCCCl)(C)[O:38][Si](C)(C)C>>[NH2:1][C:2]1[CH:3]=[C:4]([CH:5]=[CH:6][CH:7]=1)[O:8][CH2:18][CH2:19][CH2:20][Si:21]([CH2:28][CH2:29][CH2:30][O:38][C:12]1[CH:13]=[CH:14][CH:15]=[C:10]([NH2:9])[CH:11]=1)([CH3:27])[O:22][Si:23]([CH3:26])([CH3:25])[CH3:24]. Procedure: The process described in Example I was repeated substituting 59.95 parts of m-aminophenol for the p-aminothiophenol and 78.9 parts of bis-(chloropropyl)tetramethyldisiloxane for the bis-(chlorobutyl)tetramethyldisiloxane. The end product was recovered by distillation within the temperature range of from 245° C. to 260° C. under a pressure of from 0.5 mm to 2.0 mm of mercury. This product was identified as bis-(aminophenoxypropyl)tetramethyldisiloxane, a pale yellow liquid which did not solidify ...